Dataset: the Open Reaction Database (ORD), a public repository of structured organic reaction records. Task: describe an organic reaction: reactants, conditions, products, and yield Reactants: C1CCOC1, [N-]=[N+]=Nc1cccc(F)c1[N+](=O)[O-], O, c1ccc(P(c2ccccc2)c2ccccc2)cc1. Yields the product Nc1cccc(F)c1[N+](=O)[O-]. RXN SMILES: [CH2:33]1[O:34][CH2:35][CH2:36][CH2:37]1.[N:1](=[N+:2]=[N-:3])[c:4]1[c:5]([N+:11](=[O:12])[O-:13])[c:6]([F:10])[cH:7][cH:8][cH:9]1.[OH2:38].[c:14]1([P:15]([c:16]2[cH:17][cH:18][cH:19][cH:20][cH:21]2)[c:22]2[cH:23][cH:24][cH:25][cH:26][cH:27]2)[cH:28][cH:29][cH:30][cH:31][cH:32]1>>[NH2:1][c:4]1[c:5]([N+:11](=[O:12])[O-:13])[c:6]([F:10])[cH:7][cH:8][cH:9]1. The reactants are C1CCOC1, CC(=O)Cl, CCN(C(C)C)C(C)C, Nc1ccc([N+](=O)[O-])c(CCO)c1F. Yields the product CC(=O)OCCc1c([N+](=O)[O-])ccc(N)c1F. RXN SMILES: [CH2:28]1[O:29][CH2:30][CH2:31][CH2:32]1.[CH3:24][C:25]([Cl:26])=[O:27].[CH:1]([N:2]([CH2:3][CH3:4])[CH:5]([CH3:6])[CH3:7])([CH3:8])[CH3:9].[NH2:10][c:11]1[c:12]([F:23])[c:13]([CH2:20][CH2:21][OH:22])[c:14]([N+:17](=[O:18])[O-:19])[cH:15][cH:16]1>>[NH2:10][c:11]1[c:12]([F:23])[c:13]([CH2:20][CH2:21][O:22][C:25]([CH3:24])=[O:27])[c:14]([N+:17](=[O:18])[O-:19])[cH:15][cH:16]1. Reactants: C(C1=CC=CC=C1)(=O)NC1=CC=C(C=C1)C1=CC=C2CN(C(C2=C1)=O)[C@H](C(=O)OC)C(C)C ((S)-Methyl 2-(6-(4-benzamidophenyl)-1-oxoisoindolin-2-yl)-3-methylbutanoate), NC1=CC=C(C=C1)C1=CC=C2CN(C(C2=C1)=O)[C@H](C(=O)OC)C(C)C ((S)-Methyl 2-(6-(4-aminophenyl)-1-oxoisoindolin-2-yl)-3-methylbutanoate), C(CCCCCCCC)C1=CC=C(C(=O)Cl)C=C1 (4-(n-nonyl)benzoyl chloride). Yields the product CC([C@@H](C(=O)OC)N1C(C2=CC(=CC=C2C1)C1=CC=C(C=C1)NC(C1=CC=C(C=C1)CCCCCCCCC)=O)=O)C ((S)-Methyl 3-methyl-2-(6-(4-(4-nonylbenzamido)phenyl)-1-oxoisoindolin-2-yl)butanoate). The yield is 76.0%. As a reaction SMILES: [C:1]([NH:9][C:10]1[CH:15]=[CH:14][C:13]([C:16]2[CH:24]=[C:23]3[C:19]([CH2:20][N:21]([C@@H:26]([CH:31]([CH3:33])[CH3:32])[C:27]([O:29][CH3:30])=[O:28])[C:22]3=[O:25])=[CH:18][CH:17]=2)=[CH:12][CH:11]=1)(=[O:8])[C:2]1[CH:7]=[CH:6][CH:5]=[CH:4][CH:3]=1.N[C:35]1[CH:40]=[CH:39][C:38]([C:41]2C=C3C(CN([C@@H](C(C)C)C(OC)=O)C3=O)=[CH:43][CH:42]=2)=[CH:37][CH:36]=1.C(C1C=CC(C(Cl)=O)=CC=1)CCCCCCCC>>[CH3:32][CH:31]([CH3:33])[C@H:26]([N:21]1[CH2:20][C:19]2[C:23](=[CH:24][C:16]([C:13]3[CH:12]=[CH:11][C:10]([NH:9][C:1](=[O:8])[C:2]4[CH:3]=[CH:4][C:5]([CH2:39][CH2:40][CH2:35][CH2:36][CH2:37][CH2:38][CH2:41][CH2:42][CH3:43])=[CH:6][CH:7]=4)=[CH:15][CH:14]=3)=[CH:17][CH:18]=2)[C:22]1=[O:25])[C:27]([O:29][CH3:30])=[O:28]. Reported procedure: The compound of example 185 was prepared analogous to compound of example 97 by reaction of compound of example 6 with 4-(n-nonyl)benzoyl chloride.